From a dataset of the Open Reaction Database (ORD), a public repository of structured organic reaction records. describe an organic reaction: reactants, conditions, products, and yield Reactants: C(C)OC(COC1=CC=C2CCC3=C(N=C(S3)S)C2=C1)=O (ethyl[(2-mercapto-4,5-dihydronaphtho[1,2-d]thiazol-8-yl)oxy]acetate), C1(=CC=CC=C1)C(CI)C1=CC=CC=C1 (2,2-diphenylethyl iodide). Product: C1(=CC=CC=C1)C(CSC=1SC2=C(N1)C1=CC(=CC=C1CC2)OCC(=O)O)C2=CC=CC=C2 ([(2-(2,2-Diphenylethyl)thio-4,5-dihydronaphtho[1,2-d]thiazol-8-yl)oxy]acetic Acid). Isolated yield 69.0%. RXN SMILES: C([O:3][C:4](=[O:21])[CH2:5][O:6][C:7]1[CH:20]=[C:19]2[C:10]([CH2:11][CH2:12][C:13]3[S:17][C:16]([SH:18])=[N:15][C:14]=32)=[CH:9][CH:8]=1)C.[C:22]1([CH:28]([C:31]2[CH:36]=[CH:35][CH:34]=[CH:33][CH:32]=2)[CH2:29]I)[CH:27]=[CH:26][CH:25]=[CH:24][CH:23]=1>>[C:22]1([CH:28]([C:31]2[CH:32]=[CH:33][CH:34]=[CH:35][CH:36]=2)[CH2:29][S:18][C:16]2[S:17][C:13]3[CH2:12][CH2:11][C:10]4[C:19](=[CH:20][C:7]([O:6][CH2:5][C:4]([OH:3])=[O:21])=[CH:8][CH:9]=4)[C:14]=3[N:15]=2)[CH:27]=[CH:26][CH:25]=[CH:24][CH:23]=1. Procedure: Using ethyl[(2-mercapto-4,5-dihydronaphtho[1,2-d]thiazol-8-yl)oxy]acetate and 2,2-diphenylethyl iodide, the procedure of Example 21 was otherwise repeated to synthesize the title compound. Yield 69%.